From a dataset of the Open Reaction Database (ORD), a public repository of structured organic reaction records. describe an organic reaction: reactants, conditions, products, and yield Reactants: Cn1c(c(C=O)c(c2ccccc2)n1)[Cl], CC1=CN=C(C=C1)N, [C-]#[N+]C1CCCCC1. Reagents/catalysts: O=C(O)C(F)(F)F (trifluoroacetic acid). Solvent: CC(C)O (isopropyl alcohol), CC(C)O (isopropylalcohol). Conditions: temperature 22 celsius, time 20 hour. The product is Cc1ccc2nc(c3c(c4ccccc4)nn(C)c3[Cl])c(NC3CCCCC3)n2c1. Yield: 0.0%. RXN SMILES: CC1=CC=C(N)N=C1.[C-]#[N+]C1CCCCC1.CN1N=C(C(C=O)=C1Cl)C1=CC=CC=C1>>CN1N=C(C(=C1Cl)C1=C(NC2CCCCC2)N2C=C(C)C=CC2=N1)C1=CC=CC=C1. Reactants: OO (hydrogen peroxide), Cl (hydrochloric acid), C(C)(=O)NC1=CC=CC(=N1)C=1C=CC(=C(C(=O)NC2=CC(=NN2C2=CC=CC=C2)C#N)C1)Cl (5-(6-acetamidopyridin-2-yl)-2-chloro-N-(3-cyano-1-phenyl-1H-pyrazol-5-yl)benzamide), C([O-])([O-])=O.[K+].[K+] (potassium carbonate), OO (hydrogen peroxide). Solvent: O (water), CS(=O)C (dimethylsulfoxide). Reaction conditions: time 2.5 hour. Product: C(C)(=O)NC1=CC=CC(=N1)C=1C=CC(=C(C(=O)NC2=CC(=NN2C2=CC=CC=C2)C(=O)N)C1)Cl (5-(5-(6-acetamidopyridin-2-yl)-2-chlorobenzamido)-1-phenyl-1H-pyrazole-3-carboxamide). Isolated yield 62.2%. Reaction SMILES: [C:1]([NH:4][C:5]1[N:10]=[C:9]([C:11]2[CH:12]=[CH:13][C:14]([Cl:33])=[C:15]([CH:32]=2)[C:16]([NH:18][C:19]2[N:23]([C:24]3[CH:29]=[CH:28][CH:27]=[CH:26][CH:25]=3)[N:22]=[C:21]([C:30]#[N:31])[CH:20]=2)=[O:17])[CH:8]=[CH:7][CH:6]=1)(=[O:3])[CH3:2].C(=O)([O-])[O-:35].[K+].[K+].OO.Cl>CS(C)=O.O>[C:1]([NH:4][C:5]1[N:10]=[C:9]([C:11]2[CH:12]=[CH:13][C:14]([Cl:33])=[C:15]([CH:32]=2)[C:16]([NH:18][C:19]2[N:23]([C:24]3[CH:25]=[CH:26][CH:27]=[CH:28][CH:29]=3)[N:22]=[C:21]([C:30]([NH2:31])=[O:35])[CH:20]=2)=[O:17])[CH:8]=[CH:7][CH:6]=1)(=[O:3])[CH3:2] |f:1.2.3|. Procedure: To a solution of 5-(6-acetamidopyridin-2-yl)-2-chloro-N-(3-cyano-1-phenyl-1H-pyrazol-5-yl)benzamide (Example 88, 100 mg, 0.22 mmol) in dimethylsulfoxide (3 mL) was added potassium carbonate (60 mg, 0.44 mmol) followed by hydrogen peroxide (30% w/w solution in water, 441 μL, 4.4 mmol) and the reaction was stirred at room temperature for 2.5 hours. Additional hydrogen peroxide was added (882 μL, 8.8 mmol) and the reaction was stirred for 1 hour. The reaction was diluted with water (5 mL) then neut... As a reaction SMILES: [OH:1][C:2]1[CH:11]=[CH:10][CH:9]=[C:8]2[C:3]=1[C:4](=[O:18])[CH:5]=[C:6]([C:12]1[CH:17]=[CH:16][CH:15]=[CH:14][CH:13]=1)[O:7]2.Br[CH2:20][CH2:21][CH2:22][CH2:23][CH2:24][Cl:25].[OH:26][CH:27]1[CH2:32][CH2:31][NH:30][CH2:29][CH2:28]1>>[ClH:25].[OH:26][CH:27]1[CH2:32][CH2:31][N:30]([CH2:20][CH2:21][CH2:22][CH2:23][CH2:24][O:1][C:2]2[C:3]3[C:4](=[O:18])[CH:5]=[C:6]([C:12]4[CH:13]=[CH:14][CH:15]=[CH:16][CH:17]=4)[O:7][C:8]=3[CH:9]=[CH:10][CH:11]=2)[CH2:29][CH2:28]1 |f:3.4|. Procedure details: The compound was prepared by the method of Example 21 from 5-hydroxyflavone, 1-bromo-5-chloropentane, and 4-hydroxypiperidine: mp 184°-185° C. The reactants are OC1=C2C(C=C(OC2=CC=C1)C1=CC=CC=C1)=O (5-hydroxyflavone), BrCCCCCCl (1-bromo-5-chloropentane), OC1CCNCC1 (4-hydroxypiperidine). Yields the product Cl.OC1CCN(CC1)CCCCCOC1=CC=CC2=C1C(C=C(O2)C2=CC=CC=C2)=O (5-[5-(4-hydroxypiperidinyl)pentoxy1-2-phenyl-4H-1-benzopyran-4-one hydrochloride).